Dataset: the Open Reaction Database (ORD), a public repository of structured organic reaction records. Task: describe an organic reaction: reactants, conditions, products, and yield Run in C1(=CC=CC=C1)C (toluene). Procedure details: A solution of 3-[(4-amino-1H-indol-1-yl)methyl]-1-(t-butyloxycarbonyl)-1H-pyrrolo[2,3-b]pyridine from previous step and 5-chloro-2-methoxyphenyl isocyanate (Int-14, 275 mg, 1.5 mmol) in toluene was stirred overnight. The reaction mixture was concentrated and purified by flash column chromatography to afford product 1-(2-methoxyl-5-chlorophenyl)-3-{1-[1-(t-butyloxycarbonyl)-1H-pyrrolo[2,3-b]pyridin-3-ylmethyl]-1H-indol-4-yl}urea (518 mg, 73% for two steps). Yield: 73.0%. The product is O(C)C1=C(C=C(C=C1)Cl)NC(=O)NC1=C2C=CN(C2=CC=C1)CC1=CN(C2=NC=CC=C21)C(=O)OC(C)(C)C (1-(2-methoxyl-5-chlorophenyl)-3-{1-[1-(t-butyloxycarbonyl)-1H-pyrrolo[2,3-b]pyridin-3-ylmethyl]-1H-indol-4-yl}urea). The reactants are NC1=C2C=CN(C2=CC=C1)CC1=CN(C2=NC=CC=C21)C(=O)OC(C)(C)C (3-[(4-amino-1H-indol-1-yl)methyl]-1-(t-butyloxycarbonyl)-1H-pyrrolo[2,3-b]pyridine), ClC=1C=CC(=C(C1)N=C=O)OC (5-chloro-2-methoxyphenyl isocyanate). Reaction SMILES: [NH2:1][C:2]1[CH:10]=[CH:9][CH:8]=[C:7]2[C:3]=1[CH:4]=[CH:5][N:6]2[CH2:11][C:12]1[C:20]2[C:15](=[N:16][CH:17]=[CH:18][CH:19]=2)[N:14]([C:21]([O:23][C:24]([CH3:27])([CH3:26])[CH3:25])=[O:22])[CH:13]=1.[Cl:28][C:29]1[CH:30]=[CH:31][C:32]([O:38][CH3:39])=[C:33]([N:35]=[C:36]=[O:37])[CH:34]=1>C1(C)C=CC=CC=1>[O:38]([C:32]1[CH:31]=[CH:30][C:29]([Cl:28])=[CH:34][C:33]=1[NH:35][C:36]([NH:1][C:2]1[CH:10]=[CH:9][CH:8]=[C:7]2[C:3]=1[CH:4]=[CH:5][N:6]2[CH2:11][C:12]1[C:20]2[C:15](=[N:16][CH:17]=[CH:18][CH:19]=2)[N:14]([C:21]([O:23][C:24]([CH3:27])([CH3:26])[CH3:25])=[O:22])[CH:13]=1)=[O:37])[CH3:39].